Dataset: the Open Reaction Database (ORD), a public repository of structured organic reaction records. Task: describe an organic reaction: reactants, conditions, products, and yield Starting materials: NCC1=CC=C(C(=O)OC)C=C1 (methyl 4-(aminomethyl)benzoate), C(C1=CC=CC=C1)OC=1C=CC(=NC1)CC(C(=O)O)NC(=O)OC(C)(C)C (3-(5-(benzyloxy)-pyridine-2-yl)-2-(tert-butoxycarbonylamino) propanoic acid), 1-ethyl-3-(3-dimethyllaminopropyl)carbodiimide hydrochloride. Solvent: ClCCl (dichloromethane). Reaction conditions: time 2 hour. Product: C(C1=CC=CC=C1)OC=1C=CC(=NC1)CC(C(=O)NCC1=CC=C(C(=O)OC)C=C1)NC(=O)OC(C)(C)C (methyl 4-((3-(5-(benzyloxy)pyridin-2-yl)-2-(tert-butoxycarbonylamino)propanamido)methyl)benzoate). The yield is 28.9%. RXN SMILES: [NH2:1][CH2:2][C:3]1[CH:12]=[CH:11][C:6]([C:7]([O:9][CH3:10])=[O:8])=[CH:5][CH:4]=1.[CH2:13]([O:20][C:21]1[CH:22]=[CH:23][C:24]([CH2:27][CH:28]([NH:32][C:33]([O:35][C:36]([CH3:39])([CH3:38])[CH3:37])=[O:34])[C:29](O)=[O:30])=[N:25][CH:26]=1)[C:14]1[CH:19]=[CH:18][CH:17]=[CH:16][CH:15]=1>ClCCl>[CH2:13]([O:20][C:21]1[CH:22]=[CH:23][C:24]([CH2:27][CH:28]([NH:32][C:33]([O:35][C:36]([CH3:39])([CH3:38])[CH3:37])=[O:34])[C:29]([NH:1][CH2:2][C:3]2[CH:4]=[CH:5][C:6]([C:7]([O:9][CH3:10])=[O:8])=[CH:11][CH:12]=2)=[O:30])=[N:25][CH:26]=1)[C:14]1[CH:15]=[CH:16][CH:17]=[CH:18][CH:19]=1. Procedure: A mixture of methyl 4-(aminomethyl)benzoate (2 g, 10 mmol), 3-(5-(benzyloxy)-pyridine-2-yl)-2-(tert-butoxycarbonylamino) propanoic acid (1.04 g, 11 mmol), and 1-ethyl-3-(3-dimethyllaminopropyl)carbodiimide hydrochloride (2 g, 10.4 mmol) in 50 mL dichloromethane was stirred at room temperature for 2 h (monitored by TLC). The mixture was extracted with water and dried over magnesium sulfate. The residue was purified by chromatography (EA:Hex=1:1) to give the title compound (1.5 g, 49%). NMR (400 M...